From a dataset of the Open Reaction Database (ORD), a public repository of structured organic reaction records. describe an organic reaction: reactants, conditions, products, and yield Reactants: Cc1nc(NC(=O)C(C)(C)C)ccc1COCCF, [Na+], [OH-]. The product is Cc1nc(N)ccc1COCCF. As a reaction SMILES: [F:1][CH2:2][CH2:3][O:4][CH2:5][c:6]1[cH:7][cH:8][c:9]([NH:13][C:14](=[O:15])[C:16]([CH3:17])([CH3:18])[CH3:19])[n:10][c:11]1[CH3:12].[Na+:21].[OH-:20]>>[F:1][CH2:2][CH2:3][O:4][CH2:5][c:6]1[cH:7][cH:8][c:9]([NH2:13])[n:10][c:11]1[CH3:12]. RXN SMILES: [Br:3][CH2:4][CH2:5][CH2:6][CH2:7][CH3:8].[Cl-:29].[I:2].[Mg:1].[NH4+:30].[O:9]([c:10]1[cH:11][cH:12][cH:13][cH:14][cH:15]1)[c:16]1[cH:17][c:18](-[n:22]2[c:23]([CH:27]=[O:28])[cH:24][cH:25][cH:26]2)[cH:19][cH:20][cH:21]1>>[CH2:4]([CH2:5][CH2:6][CH2:7][CH3:8])[CH:27]([c:23]1[n:22](-[c:18]2[cH:17][c:16]([O:9][c:10]3[cH:11][cH:12][cH:13][cH:14][cH:15]3)[cH:21][cH:20][cH:19]2)[cH:26][cH:25][cH:24]1)[OH:28]. Reactants: CCCCCBr, [Cl-], I, [Mg], [NH4+], O=Cc1cccn1-c1cccc(Oc2ccccc2)c1. The product is CCCCCC(O)c1cccn1-c1cccc(Oc2ccccc2)c1. Reactants: CI, Oc1cc(Cl)ncc1Cl, [K+], [K+], O=C([O-])[O-], CN(C)C=O. Product: COc1cc(Cl)ncc1Cl. As a reaction SMILES: [CH3:16][I:17].[Cl:1][c:2]1[n:3][cH:4][c:5]([Cl:9])[c:6]([OH:8])[cH:7]1.[K+:10].[K+:11].[O-:12][C:13]([O-:14])=[O:15].[O:18]=[CH:19][N:20]([CH3:21])[CH3:22]>>[Cl:1][c:2]1[n:3][cH:4][c:5]([Cl:9])[c:6]([O:8][CH3:13])[cH:7]1.